This data is from the Open Reaction Database (ORD), a public repository of structured organic reaction records. The task is: describe an organic reaction: reactants, conditions, products, and yield The reactants are N1=C(Cl)N=C(Cl)N=C1Cl (cyanuric chloride), C1(=CC(=CC=C1)C)C (m-xylene), C1(O)=CC(O)=CC=C1 (resorcinol), [Cl-].[Al+3].[Cl-].[Cl-] (Aluminum chloride). Product: CC1=C(C=CC(=C1)C)C1=NC(=NC(=N1)C1=C(C=C(C=C1)C)C)C1=C(C=C(C=C1)O)O (2,4-Bis(2,4-dimethylphenyl)-6-(2,4-dihydroxyphenyl)-s-triazine). As a reaction SMILES: [N:1]1[C:8](Cl)=[N:7][C:5](Cl)=[N:4][C:2]=1Cl.[C:10]1([CH:17]=[CH:16][CH:15]=[C:13]([OH:14])[CH:12]=1)[OH:11].[Cl-].[Al+3].[Cl-].[Cl-].[C:22]1([CH3:29])[CH:27]=[CH:26][CH:25]=[C:24]([CH3:28])[CH:23]=1>>[CH3:29][C:22]1[CH:23]=[C:24]([CH3:28])[CH:25]=[CH:26][C:27]=1[C:2]1[N:4]=[C:5]([C:27]2[CH:26]=[CH:25][C:24]([CH3:28])=[CH:23][C:22]=2[CH3:29])[N:7]=[C:8]([C:15]2[CH:16]=[CH:17][C:10]([OH:11])=[CH:12][C:13]=2[OH:14])[N:1]=1 |f:2.3.4.5|. Procedure: The title compound is prepared by the reaction of cyanuric chloride with m-xylene followed by reaction with resorcinol. Aluminum chloride is used as a reagent in both reactions.